This data is from the Open Reaction Database (ORD), a public repository of structured organic reaction records. The task is: describe an organic reaction: reactants, conditions, products, and yield Starting materials: CC(C)C1=CC(=C(C(=C1)C(C)C)S(=O)(=O)N=[N+]=[N-])C(C)C (trisyl azide), C(C)(=O)O (acetic acid), C1(=CC=CC=C1)CC1N(C(OC1)=O)C(CC1CCC(CC1)CO[Si](C(C)C)(C(C)C)C(C)C)=O (4-Phenylmethyl-3-[2-[4-(triisopropylsilyloxymethyl)cyclohexyl]acetyl]-2-oxazolidinone), solution, potassium hexamethyldisilylamide. Solvent: C1CCOC1 (THF), C1CCOC1 (THF), C1(=CC=CC=C1)C (toluene). Product: C1(=CC=CC=C1)CC1N(C(OC1)=O)C(C(C1CCC(CC1)CO[Si](C(C)C)(C(C)C)C(C)C)N=[N+]=[N-])=O (4-Phenylmethyl-3-[2-azido-2-[4-(triisopropylsilyloxymethyl)cyclohexyl]acetyl]-2-oxazolidinone). Yield: 52.0%. RXN SMILES: [C:1]1([CH2:7][CH:8]2[CH2:12][O:11][C:10](=[O:13])[N:9]2[C:14](=[O:34])[CH2:15][CH:16]2[CH2:21][CH2:20][CH:19]([CH2:22][O:23][Si:24]([CH:31]([CH3:33])[CH3:32])([CH:28]([CH3:30])[CH3:29])[CH:25]([CH3:27])[CH3:26])[CH2:18][CH2:17]2)[CH:6]=[CH:5][CH:4]=[CH:3][CH:2]=1.CC(C1C=C(C(C)C)C(S([N:50]=[N+:51]=[N-:52])(=O)=O)=C(C(C)C)C=1)C.C(O)(=O)C>C1COCC1.C1(C)C=CC=CC=1>[C:1]1([CH2:7][CH:8]2[CH2:12][O:11][C:10](=[O:13])[N:9]2[C:14](=[O:34])[CH:15]([N:50]=[N+:51]=[N-:52])[CH:16]2[CH2:21][CH2:20][CH:19]([CH2:22][O:23][Si:24]([CH:25]([CH3:27])[CH3:26])([CH:28]([CH3:30])[CH3:29])[CH:31]([CH3:33])[CH3:32])[CH2:18][CH2:17]2)[CH:2]=[CH:3][CH:4]=[CH:5][CH:6]=1. Reported procedure: Acyl oxazolidinone (1.28 g, 2.62 mmol) from Step G in 30 mL of THF at −78° C. was treated with 5.8 mL (2.89 mmol) of a 1.5 M solution of potassium hexamethyldisilylamide in toluene followed by 973 mg (3.14 mmol) of trisyl azide in 6 mL of THF and quenched by the addition of 634 mg (10.5 mmol) of acetic acid according to the procedure of D. A. Evans et al., J. Amer. Chem. Soc. 1990, 10, 4011. Purification by Biotage chromatography on silica gel (25% ether/hexane) provided 720 mg (52%) of the titl...